describe an organic reaction: reactants, conditions, products, and yield From a dataset of the Open Reaction Database (ORD), a public repository of structured organic reaction records. Starting materials: ClC(=O)COC(C)=O (Acetic acid chlorocarbonylmethyl ester), BrC1=C(C=C(C=C1)N)C (4-bromo-3-methyl-phenylamine), N1=CC=CC=C1 (pyridine). Run in ClCCl (dichloromethane). Conditions: temperature 40 celsius, time 2.5 hour. Yields the product BrC1=C(C=C(C=C1)NC(=O)COC(C)=O)C (acetic acid (4-bromo-3-methyl-phenylcarbamoyl)-methyl ester). RXN SMILES: Cl[C:2]([CH2:4][O:5][C:6](=[O:8])[CH3:7])=[O:3].[Br:9][C:10]1[CH:15]=[CH:14][C:13]([NH2:16])=[CH:12][C:11]=1[CH3:17].N1C=CC=CC=1>ClCCl>[Br:9][C:10]1[CH:15]=[CH:14][C:13]([NH:16][C:2]([CH2:4][O:5][C:6](=[O:8])[CH3:7])=[O:3])=[CH:12][C:11]=1[CH3:17]. Reported procedure: Acetic acid chlorocarbonylmethyl ester (1.73 ml) was added to a solution of 4-bromo-3-methyl-phenylamine (2.0 g, 10.7 mmol) and pyridine (5.21 ml) in dichloromethane (20 ml), and the mixture was stirred at 40° C. for 2.5 hours. The mixture was cooled, and then quenched with water and extracted with dichloromethane. The organic layer was sequentially washed with water and saturated brine, and then dried over anhydrous sodium sulfate and concentrated under reduced pressure to give acetic acid (4-b... Reactants: O=C(OCC)C1=CC=2C=C(OC)C=CC2N1. Isolated yield 82.0%. Conditions: temperature 60 celsius, time 3 hour. Run in CCCCCC. Reagents/catalysts: N=1C=CC(=CC1C=2N=CC=C(C2)C(C)(C)C)C(C)(C)C, O1BOC(C)(C)C1(C)C, C[OH2+].C[OH2+].C1CC=CCCC=C1.C1CC=CCCC=C1.[Ir].[Ir]. Product: O=C(OCC)C1=CC=2C=C(OC)C=C(B3OC(C)(C)C(O3)(C)C)C2N1. Yields the product [N+](=O)([O-])NC(=N)NCCNCC1=NNC=C1 (N-nitro-N'-[2-(3-pyrazolylmethylamino)-ethyl]guanidine). Reactants: N1N=C(C=C1)CNCCN (N-(3-pyrazolylmethyl)ethylenediamine), CSC(N[N+](=O)[O-])=N (S-methyl-N-nitroisothiourea). As a reaction SMILES: [NH:1]1[CH:5]=[CH:4][C:3]([CH2:6][NH:7][CH2:8][CH2:9][NH2:10])=[N:2]1.CS[C:13](=[NH:18])[NH:14][N+:15]([O-:17])=[O:16]>>[N+:15]([NH:14][C:13]([NH:10][CH2:9][CH2:8][NH:7][CH2:6][C:3]1[CH:4]=[CH:5][NH:1][N:2]=1)=[NH:18])([O-:17])=[O:16]. Reported procedure: Reaction of N-(3-pyrazolylmethyl)ethylenediamine with S-methyl-N-nitroisothiourea by the procedure of Example 2(ii) gives N-nitro-N'-[2-(3-pyrazolylmethylamino)-ethyl]guanidine, and in the procedure of Example 2(iii) gives N-methyl-N'-[2-(3-pyrazolylmethylamino)ethyl]-N"-nitroguanidine. Reactants: C(C)(C)N(C(C)C)CC (N,N-Diisopropylethylamine), ClC1=NC(=NC2=CC=C(C=C12)C)SC (4-Chloro-6-methyl-2-(methylsulfanyl)quinazoline), CC1=CC=C(C=C1)N(N)C(=O)OCC (Ethyl 1-(4-methylphenyl)hydrazinecarboxylate). The solvent is O1CCOCC1 (dioxane). Product: CC=1C=C2C(NC(=NC2=CC1)SC)=NN(C(=O)OCC)C1=CC=CC=C1 (Ethyl 2-[6-methyl-2-(methylthio)quinazolin-4(3H)-ylidene]-1-phenylhydrazinecarboxylate). RXN SMILES: C(N(CC)C(C)C)(C)C.Cl[C:11]1[C:20]2[C:15](=[CH:16][CH:17]=[C:18]([CH3:21])[CH:19]=2)[N:14]=[C:13]([S:22][CH3:23])[N:12]=1.C[C:25]1[CH:30]=[CH:29][C:28]([N:31]([C:33]([O:35][CH2:36][CH3:37])=[O:34])[NH2:32])=[CH:27][CH:26]=1>O1CCOCC1>[CH3:21][C:18]1[CH:19]=[C:20]2[C:15](=[CH:16][CH:17]=1)[N:14]=[C:13]([S:22][CH3:23])[NH:12][C:11]2=[N:32][N:31]([C:28]1[CH:29]=[CH:30][CH:25]=[CH:26][CH:27]=1)[C:33]([O:35][CH2:36][CH3:37])=[O:34]. Procedure: N,N-Diisopropylethylamine (0.104 mL, 0.6 mmol) was added to a solution of 11b (0.071 g, 0.3 mmol) and 10a, (0.057 g, 0.3 mmol) in 5 mL of dioxane and the solution was heated at reflux for 48 h; during which a white precipitate fell out. The white slurry was filtered and the precipitate was washed with dioxane to give 12 as a white solid. (0.110 g, 100%). mp. 229.7° C.; As a reaction SMILES: [CH:1](=[O:2])[O:3][CH2:4][CH3:5].[NH2:6][CH:7]([CH2:8][N:9]1[CH2:10][CH:11]2[CH2:12][N:13]([C:18](=[O:19])[O:20][CH:21]([CH3:22])[CH3:23])[CH2:14][CH:15]([CH2:16]1)[CH2:17]2)[c:24]1[cH:25][cH:26][c:27]([C:30]#[N:31])[cH:28][cH:29]1>>[CH:1](=[O:2])[NH:6][CH:7]([CH2:8][N:9]1[CH2:10][CH:11]2[CH2:12][N:13]([C:18](=[O:19])[O:20][CH:21]([CH3:22])[CH3:23])[CH2:14][CH:15]([CH2:16]1)[CH2:17]2)[c:24]1[cH:25][cH:26][c:27]([C:30]#[N:31])[cH:28][cH:29]1. Yields the product CC(C)OC(=O)N1CC2CC(CN(CC(NC=O)c3ccc(C#N)cc3)C2)C1. Starting materials: CCOC=O, CC(C)OC(=O)N1CC2CC(CN(CC(N)c3ccc(C#N)cc3)C2)C1. Starting materials: CCO, CCc1nc2cc(C(F)(F)F)c(Cl)cc2n1-c1ccc(CC#N)nc1, N. The product is CCc1nc2cc(C(F)(F)F)c(Cl)cc2n1-c1ccc(CCN)nc1. Reaction SMILES: [CH2:26]([OH:27])[CH3:28].[Cl:1][c:2]1[c:3]([C:22]([F:23])([F:24])[F:25])[cH:4][c:5]2[c:6]([n:7](-[c:12]3[cH:13][cH:14][c:15]([CH2:18][C:19]#[N:20])[n:16][cH:17]3)[c:8]([CH2:10][CH3:11])[n:9]2)[cH:21]1.[NH3:29]>>[Cl:1][c:2]1[c:3]([C:22]([F:23])([F:24])[F:25])[cH:4][c:5]2[c:6]([n:7](-[c:12]3[cH:13][cH:14][c:15]([CH2:18][CH2:19][NH2:20])[n:16][cH:17]3)[c:8]([CH2:10][CH3:11])[n:9]2)[cH:21]1. Reactants: N#Cc1cnc2cc(Br)ccc2c1Nc1ccc(Cl)cc1Cl, Brc1ccc(CN2CCOCC2)o1. Yields the product N#Cc1cnc2cc(-c3ccc(CN4CCOCC4)o3)ccc2c1Nc1ccc(Cl)cc1Cl. RXN SMILES: [Br:1][c:2]1[cH:3][cH:4][c:5]2[c:6]([NH:14][c:15]3[c:16]([Cl:22])[cH:17][c:18]([Cl:21])[cH:19][cH:20]3)[c:7]([C:12]#[N:13])[cH:8][n:9][c:10]2[cH:11]1.[Br:23][c:24]1[cH:25][cH:26][c:27]([CH2:29][N:30]2[CH2:31][CH2:32][O:33][CH2:34][CH2:35]2)[o:28]1>>[c:2]1(-[c:24]2[cH:25][cH:26][c:27]([CH2:29][N:30]3[CH2:31][CH2:32][O:33][CH2:34][CH2:35]3)[o:28]2)[cH:3][cH:4][c:5]2[c:6]([NH:14][c:15]3[c:16]([Cl:22])[cH:17][c:18]([Cl:21])[cH:19][cH:20]3)[c:7]([C:12]#[N:13])[cH:8][n:9][c:10]2[cH:11]1. Reactants: COCCS(=O)(=O)NCCNC(=O)OC(C)(C)C, CO, Cl. Product: Cl, COCCS(=O)(=O)NCCN. RXN SMILES: [C:1]([O:2][C:3](=[O:4])[NH:8][CH2:9][CH2:10][NH:11][S:12](=[O:13])(=[O:14])[CH2:15][CH2:16][O:17][CH3:18])([CH3:5])([CH3:6])[CH3:7].[CH3:20][OH:21].[ClH:19]>>[ClH:19].[NH2:8][CH2:9][CH2:10][NH:11][S:12](=[O:13])(=[O:14])[CH2:15][CH2:16][O:17][CH3:18].